From a dataset of the Open Reaction Database (ORD), a public repository of structured organic reaction records. describe an organic reaction: reactants, conditions, products, and yield Reactants: [Na] (sodium), N1N=CN=C1 (1,2,4-triazole), BrCCCCCOC1=CC=C(OCCCCC(C(=O)OCC)(C)C)C=C1 (ethyl 6-[p-(5-bromopentyloxy]phenoxy)-2,2-dimethylhexanoate). Procedure details: To a solution of 2.16 g ethyl 6-[p-(5-bromopentyloxy]phenoxy)-2,2-dimethylhexanoate in 10 ml DMF, was added with stirring 0.55 g sodium salt of 1,2,4-triazole at room temperature, and stirring was continued overnight. DMF was distilled off under reduced pressure, the residue was extracted with chloroform, and the extract was washed with water, dried and concentrated. The crude product thus obtained was purified by silica gel column chromatography, affording 1.21 g of ethyl 6-[p-[5-(1,2,4-triazol... Reaction SMILES: Br[CH2:2][CH2:3][CH2:4][CH2:5][CH2:6][O:7][C:8]1[CH:26]=[CH:25][C:11]([O:12][CH2:13][CH2:14][CH2:15][CH2:16][C:17]([CH3:24])([CH3:23])[C:18]([O:20][CH2:21][CH3:22])=[O:19])=[CH:10][CH:9]=1.[Na].[NH:28]1[CH:32]=[N:31][CH:30]=[N:29]1>CN(C=O)C>[N:28]1([CH2:2][CH2:3][CH2:4][CH2:5][CH2:6][O:7][C:8]2[CH:26]=[CH:25][C:11]([O:12][CH2:13][CH2:14][CH2:15][CH2:16][C:17]([CH3:24])([CH3:23])[C:18]([O:20][CH2:21][CH3:22])=[O:19])=[CH:10][CH:9]=2)[CH:32]=[N:31][CH:30]=[N:29]1 |^1:26|. Product: N1(N=CN=C1)CCCCCOC1=CC=C(OCCCCC(C(=O)OCC)(C)C)C=C1 (ethyl 6-[p-[5-(1,2,4-triazol-1-yl)pentyloxy]phenoxy]-2,2-dimethylhexanoate). Run in CN(C)C=O (DMF). Reaction conditions: time 8 hour.